The task is: describe an organic reaction: reactants, conditions, products, and yield. This data is from the Open Reaction Database (ORD), a public repository of structured organic reaction records. Reactants: ClC=1C=CC=C2C=C(C(=NC12)C1=C(C=CC=C1)C(F)(F)F)CO ((8-chloro-2-(2-trifluoromethylphenyl)quinolin-3-yl)methanol), O=S(Cl)Cl (SOCl2). Solvent: ClCCl (dichloromethane). Yields the product ClC=1C=CC=C2C=C(C(=NC12)C1=C(C=CC=C1)C(F)(F)F)CCl (8-chloro-3-(chloromethyl)-2-(2-trifluoromethylphenyl)quinoline). RXN SMILES: [Cl:1][C:2]1[CH:3]=[CH:4][CH:5]=[C:6]2[C:11]=1[N:10]=[C:9]([C:12]1[CH:17]=[CH:16][CH:15]=[CH:14][C:13]=1[C:18]([F:21])([F:20])[F:19])[C:8]([CH2:22]O)=[CH:7]2.O=S(Cl)[Cl:26]>ClCCl>[Cl:1][C:2]1[CH:3]=[CH:4][CH:5]=[C:6]2[C:11]=1[N:10]=[C:9]([C:12]1[CH:17]=[CH:16][CH:15]=[CH:14][C:13]=1[C:18]([F:21])([F:20])[F:19])[C:8]([CH2:22][Cl:26])=[CH:7]2. Reported procedure: Prepared according to Procedure C using (8-chloro-2-(2-trifluoromethylphenyl)quinolin-3-yl)methanol (1.10 g, 3.26 mmol) and SOCl2 (1.19 mL, 16.3 mmol, 5 eq) in dichloromethane (5 mL). 8-chloro-3-(chloromethyl)-2-(2-trifluoromethylphenyl)quinoline was obtained as a yellow syrup. 1H NMR (400 MHz, DMSO-d6) δ ppm 8.75 (1 H, s), 8.10 (1 H, d, J=8.2 Hz), 8.02 (1 H, d, J=6.3 Hz), 7.95 (1H, d, J=7.4 Hz), 7.72-7.87 (2 H, m), 7.58-7.71 (2 H, m), 4.71 (2 H, dd, J=82.2, 12.1 Hz) Mass Spectrum (ESI) m/e=356....